From a dataset of the Open Reaction Database (ORD), a public repository of structured organic reaction records. describe an organic reaction: reactants, conditions, products, and yield Reported procedure: To a mixture of ethyl 4-iodobenzoate (1.5 mL), oxazolidin-2-one (940 mg), potassium carbonate (2.5 g) and copper (I) iodide (171 mg) were added toluene (9 mL) and N,N′-dimethylethylenediamine (195 μL), and the mixture was refluxed for 8 hr. After cooling, water was added to the reaction mixture, and the mixture was extracted with ethyl acetate. The organic layer was washed with saturated brine, and the solvent was evaporated. The residue was purified by column chromatography (chloroform) to give... Product: O=C1OCCN1C1=CC=C(C(=O)OCC)C=C1 (ethyl 4-(2-oxooxazolidin-3-yl)benzoate). Reaction SMILES: I[C:2]1[CH:12]=[CH:11][C:5]([C:6]([O:8][CH2:9][CH3:10])=[O:7])=[CH:4][CH:3]=1.[O:13]1[CH2:17][CH2:16][NH:15][C:14]1=[O:18].C(=O)([O-])[O-].[K+].[K+].CNCCNC>[Cu]I.O.C1(C)C=CC=CC=1>[O:18]=[C:14]1[N:15]([C:2]2[CH:12]=[CH:11][C:5]([C:6]([O:8][CH2:9][CH3:10])=[O:7])=[CH:4][CH:3]=2)[CH2:16][CH2:17][O:13]1 |f:2.3.4|. Reagents/catalysts: [Cu]I (copper (I) iodide). Run in C1(=CC=CC=C1)C (toluene), O (water). The reactants are CNCCNC (N,N′-dimethylethylenediamine), IC1=CC=C(C(=O)OCC)C=C1 (ethyl 4-iodobenzoate), O1C(NCC1)=O (oxazolidin-2-one), C([O-])([O-])=O.[K+].[K+] (potassium carbonate).